This data is from the Open Reaction Database (ORD), a public repository of structured organic reaction records. The task is: describe an organic reaction: reactants, conditions, products, and yield Starting materials: CCc1nc(NC2CCOc3ccccc32)c(CC)nc1Br, COCCOC, CCc1nc(-c2ccc(Cl)cc2Cl)c(CC)nc1NC1c2ccccc2CC1O, Cc1ccc(B(O)O)c(Cl)c1, [Pd], c1ccc(P(c2ccccc2)c2ccccc2)cc1, c1ccc(P(c2ccccc2)c2ccccc2)cc1, c1ccc(P(c2ccccc2)c2ccccc2)cc1, c1ccc(P(c2ccccc2)c2ccccc2)cc1. The product is CCc1nc(-c2ccc(C)cc2Cl)c(CC)nc1NC1CCOc2ccccc21. Reaction SMILES: [Br:30][c:31]1[n:32][c:33]([CH2:50][CH3:51])[c:34]([NH:39][CH:40]2[CH2:41][CH2:42][O:43][c:44]3[cH:45][cH:46][cH:47][cH:48][c:49]32)[n:35][c:36]1[CH2:37][CH3:38].[CH3:140][O:141][CH2:142][CH2:143][O:144][CH3:145].[Cl:1][c:2]1[cH:3][c:4]([Cl:5])[cH:6][cH:7][c:8]1-[c:9]1[n:10][c:11]([CH2:12][CH3:13])[c:14]([NH:15][CH:16]2[c:17]3[c:18]([cH:19][cH:20][cH:21][cH:22]3)[CH2:23][CH:24]2[OH:25])[n:26][c:27]1[CH2:28][CH3:29].[Cl:52][c:53]1[c:54]([B:60]([OH:61])[OH:62])[cH:55][cH:56][c:57]([CH3:59])[cH:58]1.[Pd:63].[c:102]1([P:103]([c:104]2[cH:105][cH:106][cH:107][cH:108][cH:109]2)[c:110]2[cH:111][cH:112][cH:113][cH:114][cH:115]2)[cH:116][cH:117][cH:118][cH:119][cH:120]1.[c:121]1([P:122]([c:123]2[cH:124][cH:125][cH:126][cH:127][cH:128]2)[c:129]2[cH:130][cH:131][cH:132][cH:133][cH:134]2)[cH:135][cH:136][cH:137][cH:138][cH:139]1.[c:64]1([P:65]([c:66]2[cH:67][cH:68][cH:69][cH:70][cH:71]2)[c:72]2[cH:73][cH:74][cH:75][cH:76][cH:77]2)[cH:78][cH:79][cH:80][cH:81][cH:82]1.[c:83]1([P:84]([c:85]2[cH:86][cH:87][cH:88][cH:89][cH:90]2)[c:91]2[cH:92][cH:93][cH:94][cH:95][cH:96]2)[cH:97][cH:98][cH:99][cH:100][cH:101]1>>[c:31]1(-[c:54]2[c:53]([Cl:52])[cH:58][c:57]([CH3:59])[cH:56][cH:55]2)[n:32][c:33]([CH2:50][CH3:51])[c:34]([NH:39][CH:40]2[CH2:41][CH2:42][O:43][c:44]3[cH:45][cH:46][cH:47][cH:48][c:49]32)[n:35][c:36]1[CH2:37][CH3:38]. Starting materials: ClC1=NC=CC(=N1)Cl.ClC1=NC=CC(=N1)NCCC1=NC=CC=C1 ((2-Chloropyrimidin-4-yl)-(2-pyridin-2-yl-ethyl)amine 2,4-Dichloropyrimidine), NCCC1=NC=CC=C1 (2-(2-aminoethyl)pyridine), C(C)(C)N(C(C)C)CC (N,N-Diisopropyl-ethylamine). The solvent is C(C)(C)O (isopropanol). Reaction conditions: time 8 hour. The product is ClC1=NC=CC(=N1)NCCC1=NC=CC=C1 ((2-chloropyrim-idin-4-yl)-(2-pyridin-2-yl-ethyl)amine). As a reaction SMILES: ClC1N=C(Cl)C=CN=1.[Cl:9][C:10]1[N:15]=[C:14]([NH:16][CH2:17][CH2:18][C:19]2[CH:24]=[CH:23][CH:22]=[CH:21][N:20]=2)[CH:13]=[CH:12][N:11]=1.NCCC1C=CC=CN=1.C(N(CC)C(C)C)(C)C>C(O)(C)C>[Cl:9][C:10]1[N:15]=[C:14]([NH:16][CH2:17][CH2:18][C:19]2[CH:24]=[CH:23][CH:22]=[CH:21][N:20]=2)[CH:13]=[CH:12][N:11]=1 |f:0.1|. Procedure details: (2-Chloropyrimidin-4-yl)-(2-pyridin-2-yl-ethyl)amine 2,4-Dichloropyrimidine (1.43 g, 9.60 mmol) was added to a solution of 2-(2-aminoethyl)pyridine (1.00 g, 8.19 mmol) in isopropanol (10 mL). N,N-Diisopropyl-ethylamine (1.24 g, 1.67 mL, 9.59 mmol) was added and the mixture stirred at room temperature overnight. The resulting suspension was concentrated to afford an off-white solid. This material was purified via column chromatography on silica gel (gradient elution with 0-10% ethanol-dichloromet... Reactants: CCO, CCOC(C)=O, CCOC(=O)C(C)c1cc2cc([N+](=O)[O-])ccc2[nH]1, [Na+], O=C([O-])O, O, O, O, Cl[Sn](Cl)(Cl)Cl. Yields the product CCOC(=O)C(C)c1cc2cc(N)ccc2[nH]1. RXN SMILES: [CH3:27][CH2:28][OH:29].[CH3:30][CH2:31][O:32][C:33](=[O:34])[CH3:35].[N+:1]([O-:2])(=[O:3])[c:4]1[cH:5][c:6]2[cH:7][c:8]([CH:13]([C:14](=[O:15])[O:16][CH2:17][CH3:18])[CH3:19])[nH:9][c:10]2[cH:11][cH:12]1.[Na+:41].[O-:37][C:38]([OH:39])=[O:40].[OH2:20].[OH2:21].[OH2:36].[Sn:22]([Cl:23])([Cl:24])([Cl:25])[Cl:26]>>[NH2:1][c:4]1[cH:5][c:6]2[cH:7][c:8]([CH:13]([C:14](=[O:15])[O:16][CH2:17][CH3:18])[CH3:19])[nH:9][c:10]2[cH:11][cH:12]1.